This data is from the Open Reaction Database (ORD), a public repository of structured organic reaction records. The task is: describe an organic reaction: reactants, conditions, products, and yield The reactants are C(C)SC1=C(C#N)C(=CC(=C1)N1CCOCC1)C (2-ethylsulfanyl-6-methyl-4-morpholin-4-yl-benzonitrile), S(O)(O)(=O)=O (sulfuric acid), N (ammonia). Run in O (water). The product is C(C)SC1=C(C(=O)N)C(=CC(=C1)N1CCOCC1)C (2-ethylsulfanyl-6-methyl-4-morpholin-4-yl-benzamide). As a reaction SMILES: [CH2:1]([S:3][C:4]1[CH:11]=[C:10]([N:12]2[CH2:17][CH2:16][O:15][CH2:14][CH2:13]2)[CH:9]=[C:8]([CH3:18])[C:5]=1[C:6]#[N:7])[CH3:2].N.S(=O)(=O)(O)[OH:21]>O>[CH2:1]([S:3][C:4]1[CH:11]=[C:10]([N:12]2[CH2:13][CH2:14][O:15][CH2:16][CH2:17]2)[CH:9]=[C:8]([CH3:18])[C:5]=1[C:6]([NH2:7])=[O:21])[CH3:2]. Procedure details: A solution of 2-ethylsulfanyl-6-methyl-4-morpholin-4-yl-benzonitrile (0.30 g, 1.14 mmol) in concentrated sulfuric acid (15 ml) is stirred at 100° C. for 4 h. After completion of the reaction (monitored by TLC), the reaction mixture is diluted with water (30 ml), basified with aqueous ammonia, and extracted with ethyl acetate (3×15 ml). The organic layer is washed with water (20 ml), brine (15 ml), dried over anhydrous sodium sulfate and evaporated to get 2-ethylsulfanyl-6-methyl-4-morpholin-4-yl... The reactants are ((2S,4R)-4-methoxypyrrolidin-2-yl)methanol, HCl, BrC1=NC2=C(C(=NC(=C2)C#N)C=2C=NC=C(C2)Cl)N1C[C@@H]1CC[C@H](CC1)C (2-bromo-4-(5-chloropyridin-3-yl)-3-((trans-4-methylcyclohexyl)methyl)-3H-imidazo[4,5-c]pyridine-6-carbonitrile), [F-].[K+] (potassium fluoride), CS(=O)C (DMSO), CCN(C(C)C)C(C)C (DIEA). The solvent is C(C)(=O)OCC (ethyl acetate). Reaction conditions: temperature 100 celsius. Product: C[C@@H]1CC[C@H](CC1)CN1C=NC2=C1C=NC(=C2)C#N (3-((trans-4-methylcyclohexyl)methyl)-3H-imidazo[4,5-c]pyridine-6-carbonitrile). Reaction SMILES: Br[C:2]1[N:19]([CH2:20][C@H:21]2[CH2:26][CH2:25][C@H:24]([CH3:27])[CH2:23][CH2:22]2)[C:5]2[C:6](C3C=NC=C(Cl)C=3)=[N:7][C:8]([C:10]#[N:11])=[CH:9][C:4]=2[N:3]=1.[F-].[K+].CS(C)=O.CCN(C(C)C)C(C)C>C(OCC)(=O)C>[CH3:27][C@H:24]1[CH2:25][CH2:26][C@H:21]([CH2:20][N:19]2[C:5]3[CH:6]=[N:7][C:8]([C:10]#[N:11])=[CH:9][C:4]=3[N:3]=[CH:2]2)[CH2:22][CH2:23]1 |f:1.2|. Procedure details: To a vial were added ((2S,4R)-4-methoxypyrrolidin-2-yl)methanol, HCl (0.303 g, 1.81 mmol), 2-bromo-4-(5-chloropyridin-3-yl)-3-((trans-4-methylcyclohexyl)methyl)-3H-imidazo[4,5-c]pyridine-6-carbonitrile (Preparative Example 3.1) (0.805 g, 1.810 mmol), potassium fluoride (0.210 g, 3.62 mmol), DMSO (4 ml) and DIEA (0.948 ml, 5.43 mmol). The reaction vial was capped and heated to 100° C. for 8 h. The reaction mixture was cooled to room temperature, diluted with ethyl acetate, and washed with water a... Procedure details: A mixture of 3-phenylpropionic acid (118.2 g, 788 mmol) sulfuric acid (5.9 g), and 100 mL of methanol was heated to reflux overnight. TLC analysis indicated the absence of starting material and the reaction was concentrated in vacuo. The residue was dissolved in 200 mL of ethyl ether, washed with sodium bicarbonate (100 mL), dried over magnesium sulfate, filtered and concentrated to give 124.4 g (96.3%) of the ester as a tan oil. Yield: 96.3%. As a reaction SMILES: [C:1]1([CH2:7][CH2:8][C:9]([OH:11])=[O:10])[CH:6]=[CH:5][CH:4]=[CH:3][CH:2]=1.[CH3:12]O>>[C:1]1([CH2:7][CH2:8][C:9]([O:11][CH3:12])=[O:10])[CH:6]=[CH:5][CH:4]=[CH:3][CH:2]=1. Reactants: C1(=CC=CC=C1)CCC(=O)O (3-phenylpropionic acid), CO (methanol). Product: C1(=CC=CC=C1)CCC(=O)OC (3-Phenylpropionic Acid, Methyl Ester).